This data is from the Open Reaction Database (ORD), a public repository of structured organic reaction records. The task is: describe an organic reaction: reactants, conditions, products, and yield Reactants: COC(C1=CC=C(C=C1)C=CC(CCCCC)C1=CC=C2C(CCOC2=C1)(C)C)=O (4-[3-(4,4-dimethyl-chroman-7-yl)-oct-1-enyl]-benzoic acid methyl ester), O.[OH-].[Li+] (lithium hydroxide monohydrate). The solvent is C1CCOC1.CO (THF methanol), O (water). Conditions: temperature 40 celsius, time 2 hour. Product: CC1(CCOC2=CC(=CC=C12)C(C=CC1=CC=C(C(=O)O)C=C1)CCCCC)C (4-[3-(4,4-dimethyl-chroman-7-yl)-oct-1-enyl]-benzoic acid). The yield is 61.1%. RXN SMILES: C[O:2][C:3](=[O:30])[C:4]1[CH:9]=[CH:8][C:7]([CH:10]=[CH:11][CH:12]([C:18]2[CH:27]=[C:26]3[C:21]([C:22]([CH3:29])([CH3:28])[CH2:23][CH2:24][O:25]3)=[CH:20][CH:19]=2)[CH2:13][CH2:14][CH2:15][CH2:16][CH3:17])=[CH:6][CH:5]=1.O.[OH-].[Li+]>C1COCC1.CO.O>[CH3:28][C:22]1([CH3:29])[C:21]2[C:26](=[CH:27][C:18]([CH:12]([CH2:13][CH2:14][CH2:15][CH2:16][CH3:17])[CH:11]=[CH:10][C:7]3[CH:6]=[CH:5][C:4]([C:3]([OH:30])=[O:2])=[CH:9][CH:8]=3)=[CH:19][CH:20]=2)[O:25][CH2:24][CH2:23]1 |f:1.2.3,4.5|. Procedure details: A solution of 4-[3-(4,4-dimethyl-chroman-7-yl)-oct-1-enyl]-benzoic acid methyl ester (0.1 g, 0.25 mmole) in 25 mL of a 4:1 THF/methanol mixture was treated with a solution of 0.1 g of lithium hydroxide monohydrate in 5 mL of water. The reaction mixture was stirred at 40° C. for 2 hours, concentrated in vacuo and the pH adjusted to 3-4 with 1N HCl solution. The mixture was extracted with three 25 mL portions of ethyl acetate. The combined organic extracts were dried over MgSO4, filtered and conce... Yields the product COc1cc(C=Cc2nc3n(n2)CCCC3C2CCNCC2)ccc1-n1cnc(C)c1. As a reaction SMILES: [C:46](=[O:47])([OH:48])[O-:49].[CH2:57]([Cl:58])[Cl:59].[CH3:51][CH2:52][O:53][C:54](=[O:55])[CH3:56].[CH3:8][O:9][c:10]1[cH:11][c:12]([CH:22]=[CH:23][c:24]2[n:25][n:26]3[c:27]([n:45]2)[CH:28]([CH:32]2[CH2:33][CH2:34][N:35]([C:38]([O:39][C:40]([CH3:41])([CH3:42])[CH3:43])=[O:44])[CH2:36][CH2:37]2)[CH2:29][CH2:30][CH2:31]3)[cH:13][cH:14][c:15]1-[n:16]1[cH:17][n:18][c:19]([CH3:21])[cH:20]1.[Na+:50].[OH:1][C:2]([C:3]([F:4])([F:5])[F:6])=[O:7]>>[CH3:8][O:9][c:10]1[cH:11][c:12]([CH:22]=[CH:23][c:24]2[n:25][n:26]3[c:27]([n:45]2)[CH:28]([CH:32]2[CH2:33][CH2:34][NH:35][CH2:36][CH2:37]2)[CH2:29][CH2:30][CH2:31]3)[cH:13][cH:14][c:15]1-[n:16]1[cH:17][n:18][c:19]([CH3:21])[cH:20]1. The reactants are O=C([O-])O, ClCCl, CCOC(C)=O, COc1cc(C=Cc2nc3n(n2)CCCC3C2CCN(C(=O)OC(C)(C)C)CC2)ccc1-n1cnc(C)c1, [Na+], O=C(O)C(F)(F)F. Starting materials: C(#N)C1=CN=CC(=N1)C1=CC=C(C=C1)C(C(=O)O)(C)C (2-(4-(6-Cyanopyrazin-2-yl)phenyl)-2-methylpropanoic acid), O1C(=CC=C1)C(C)N (1-(furan-2-yl)ethanamine), ( 361 ). Yields the product C(#N)C1=CN=CC(=N1)C1=CC=C(C=C1)C(C(=O)NC(C)C=1OC=CC1)(C)C (2-(4-(6-cyanopyrazin-2-yl)phenyl)-N-(1-(furan-2-yl)ethyl)-2-methylpropanamide). Yield: 35.0%. As a reaction SMILES: [C:1]([C:3]1[N:8]=[C:7]([C:9]2[CH:14]=[CH:13][C:12]([C:15]([CH3:20])([CH3:19])[C:16]([OH:18])=O)=[CH:11][CH:10]=2)[CH:6]=[N:5][CH:4]=1)#[N:2].[O:21]1[CH:25]=[CH:24][CH:23]=[C:22]1[CH:26]([NH2:28])[CH3:27]>>[C:1]([C:3]1[N:8]=[C:7]([C:9]2[CH:10]=[CH:11][C:12]([C:15]([CH3:20])([CH3:19])[C:16]([NH:28][CH:26]([C:22]3[O:21][CH:25]=[CH:24][CH:23]=3)[CH3:27])=[O:18])=[CH:13][CH:14]=2)[CH:6]=[N:5][CH:4]=1)#[N:2]. Reported procedure: Prepared in a similar manner to Example 20 from 2-(4-(6-Cyanopyrazin-2-yl)phenyl)-2-methylpropanoic acid (example 20a) and 1-(furan-2-yl)ethanamine. Yield 35%. 1H NMR (400 MHz, dMSO): δ 1.32-1.33 (d, 3H), 1.49-1.52 (d, 6H), 5.09 (m, 1H), 6.06 (d, 1H), 6.33-6.35 (dd, 1H), 7.49-7.51 (d, 2H), 7.54 (d, 1H), 8.12-8.14 (d, 2H), 9.16 (s, 1H), 9.56 (s, 1H); MS+H (361).